describe an organic reaction: reactants, conditions, products, and yield From a dataset of the Open Reaction Database (ORD), a public repository of structured organic reaction records. Starting materials: OCC1=C(C=CC=C1)C(C(=O)NC)=NO (2-(2-hydroxymethylphenyl)-2-hydroxyimino-N-methylacetamide), C([O-])([O-])=O.[K+].[K+] (potassium carbonate), S(=O)(=O)(OC)OC (dimethyl sulfate), CC(=O)C (acetone). The solvent is O (Water). Run at time 6 hour. The product is OCC1=C(C=CC=C1)C(C(=O)NC)=NOC (2-(2-hydroxymethylphenyl)-2-methoxyimino-N-methylacetamide). The yield is 70.0%. Reaction SMILES: [OH:1][CH2:2][C:3]1[CH:8]=[CH:7][CH:6]=[CH:5][C:4]=1[C:9](=[N:14][OH:15])[C:10]([NH:12][CH3:13])=[O:11].[C:16](=O)([O-])[O-].[K+].[K+].S(OC)(OC)(=O)=O.CC(C)=O>O>[OH:1][CH2:2][C:3]1[CH:8]=[CH:7][CH:6]=[CH:5][C:4]=1[C:9](=[N:14][O:15][CH3:16])[C:10]([NH:12][CH3:13])=[O:11] |f:1.2.3|. Procedure details: A mixture of 2-(2-hydroxymethylphenyl)-2-hydroxyimino-N-methylacetamide (521 mg, E/Z≠93/7), potassium carbonate (415 mg), 95% dimethyl sulfate (365 mg) and acetone (5.0 ml) was stirred at room temperature for 6 hours. A few pieces of ice were added, and the mixture was stirred for 30 minutes. Water (about 50 ml) was added, and the mixture was extracted with ethyl acetate three times. The combined ethyl acetate layer was washed with saturated brine and dried over anhydrous sodium sulfate. Evapora... Starting materials: C(C)N(CCOCCC)C1=CC=C(C=C1)C=1C=CC2=C(C=C(CCN2C=O)C(=O)OC)C1 (methyl 7-[4-[N-ethyl-N-(2-propoxyethyl)amino]phenyl]-1-formyl-2,3-dihydro-1H-1-benzazepine-4-carboxylate), [OH-].[Na+] (sodium hydroxide). Run in CO (methanol), C1CCOC1 (THF). Run at temperature 60 celsius, time 1.5 hour. Yields the product C(C)N(CCOCCC)C1=CC=C(C=C1)C=1C=CC2=C(C=C(CCN2C=O)C(=O)O)C1 (7-[4-[N-ethyl-N-(2-propoxyethyl)amino]phenyl]-1-formyl-2,3-dihydro-1H-1-benzazepine-4-carboxylic acid). Isolated yield 96.7%. RXN SMILES: [CH2:1]([N:3]([C:10]1[CH:15]=[CH:14][C:13]([C:16]2[CH:17]=[CH:18][C:19]3[N:25]([CH:26]=[O:27])[CH2:24][CH2:23][C:22]([C:28]([O:30]C)=[O:29])=[CH:21][C:20]=3[CH:32]=2)=[CH:12][CH:11]=1)[CH2:4][CH2:5][O:6][CH2:7][CH2:8][CH3:9])[CH3:2].[OH-].[Na+]>CO.C1COCC1>[CH2:1]([N:3]([C:10]1[CH:11]=[CH:12][C:13]([C:16]2[CH:17]=[CH:18][C:19]3[N:25]([CH:26]=[O:27])[CH2:24][CH2:23][C:22]([C:28]([OH:30])=[O:29])=[CH:21][C:20]=3[CH:32]=2)=[CH:14][CH:15]=1)[CH2:4][CH2:5][O:6][CH2:7][CH2:8][CH3:9])[CH3:2] |f:1.2|. Procedure details: In methanol (25 ml) and THF (25 ml) was dissolved methyl 7-[4-[N-ethyl-N-(2-propoxyethyl)amino]phenyl]-1-formyl-2,3-dihydro-1H-1-benzazepine-4-carboxylate (0.31 g). To the solution was added 1N sodium hydroxide solution (7 ml), and the mixture was stirred at 60° C. for 1.5 hours and concentrated. To the residue was added water, and the mixture was neutralized with 1N hydrochloric acid and extracted with ethyl acetate. The organic layer was washed with water and saturated brine and dried with anh...